From a dataset of the Open Reaction Database (ORD), a public repository of structured organic reaction records. describe an organic reaction: reactants, conditions, products, and yield Reactants: C(C)OC(=O)C=1N=CC=2N(C3=CC=CC(=C3C2C1)CC=1NC=CN1)C(C)=O (9-acetyl-5-(1-imidazolylmethyl)-beta-carboline-3-carboxylic acid ethyl ester), C(=O)([O-])[O-].[K+].[K+] (K2CO3). Run in C(C)O (ethanol). The product is C(C)OC(=O)C=1N=CC=2NC3=CC=CC(=C3C2C1)CC=1NC=CN1 (5-(1-Imidazolylmethyl)-beta-carboline-3-carboxylic acid ethyl ester). Reaction SMILES: [CH2:1]([O:3][C:4]([C:6]1[N:7]=[CH:8][C:9]2[N:10](C(=O)C)[C:11]3[C:16]([C:17]=2[CH:18]=1)=[C:15]([CH2:19][C:20]1[NH:21][CH:22]=[CH:23][N:24]=1)[CH:14]=[CH:13][CH:12]=3)=[O:5])[CH3:2].C([O-])([O-])=O.[K+].[K+]>C(O)C>[CH2:1]([O:3][C:4]([C:6]1[N:7]=[CH:8][C:9]2[NH:10][C:11]3[C:16]([C:17]=2[CH:18]=1)=[C:15]([CH2:19][C:20]1[NH:24][CH:23]=[CH:22][N:21]=1)[CH:14]=[CH:13][CH:12]=3)=[O:5])[CH3:2] |f:1.2.3|. Procedure: A suspension of 0.11 g of 9-acetyl-5-(1-imidazolylmethyl)-beta-carboline-3-carboxylic acid ethyl ester in 5 ml of ethanol is mixed with 10 mg of K2CO3 and refluxed for two hours. After filtering, the solution is concentrated in a vacuum, the residue is mixed with water, suctioned off and recrystallized from water. Yield 70 mg (71%). Starting materials: ClC1=C2NC(N(C2=NC(=N1)N1C=NC2=C1C=C(C=C2)C#N)[C@@H]2CC[C@H](CC2)OC)=O (3-(6-chloro-9-(trans-4-methoxycyclohexyl)-8-oxo-8,9-dihydro-7H-purin-2-yl)-3H-benzo[d]imidazole-5-carbonitrile), ClCl (chlorine), FC1(CNC1)F (3,3-difluoroazetidine). The solvent is ClC=1C2=NC=NC2=NC(N1)=O (6-chloropurinone). Reported procedure: Synthesized from 3-(6-chloro-9-(trans-4-methoxycyclohexyl)-8-oxo-8,9-dihydro-7H-purin-2-yl)-3H-benzo[d]imidazole-5-carbonitrile by demethylation, followed by displacement of chlorine in the 6-chloropurinone with 3,3-difluoroazetidine. 1HNMR (300 MHz, CDCl3+CD3OD) δ, ppm: 9.12 (s, 1H), 8.92 (s, 1H), 7.90 (d, 1H), 7.64 (dd, 1H), 4.71 (t, 4H), 4.46-4.32 (m, 1H), 3.98-3.83 (m, 1H), 2.64-2.46 (m, 2H), 2.24-2.15 (m, 2H), 1.97-1.87 (m, 2H), 1.62-1.46 (m, 2H); MS (EI) m/z 467.0 (MH)+. RXN SMILES: Cl[C:2]1[N:10]=[C:9]([N:11]2[C:15]3[CH:16]=[C:17]([C:20]#[N:21])[CH:18]=[CH:19][C:14]=3[N:13]=[CH:12]2)[N:8]=[C:7]2[C:3]=1[NH:4][C:5](=[O:30])[N:6]2[C@H:22]1[CH2:27][CH2:26][C@H:25]([O:28]C)[CH2:24][CH2:23]1.ClCl.[F:33][C:34]1([F:38])[CH2:37][NH:36][CH2:35]1>ClC1C2C(=NC(=O)N=1)N=CN=2>[F:33][C:34]1([F:38])[CH2:37][N:36]([C:2]2[N:10]=[C:9]([N:11]3[C:15]4[CH:16]=[C:17]([C:20]#[N:21])[CH:18]=[CH:19][C:14]=4[N:13]=[CH:12]3)[N:8]=[C:7]3[C:3]=2[NH:4][C:5](=[O:30])[N:6]3[C@H:22]2[CH2:27][CH2:26][C@H:25]([OH:28])[CH2:24][CH2:23]2)[CH2:35]1. The product is FC1(CN(C1)C1=C2NC(N(C2=NC(=N1)N1C=NC2=C1C=C(C=C2)C#N)[C@@H]2CC[C@H](CC2)O)=O)F (3-(6-(3,3-difluoroazetidin-1-yl)-9-(trans-4-hydroxycyclohexyl)-8-oxo-8,9-dihydro-7H-purin-2-yl)-3H-benzo[d]imidazole-5-carbonitrile). Yields the product [N-]=[N+]=NCCCCCCCCC(=O)O. Starting materials: O=C(O)CCCCCCCCBr, [N-]=[N+]=[N-], [Na+], CN(C)C=O. RXN SMILES: [Br:1][CH2:2][CH2:3][CH2:4][CH2:5][CH2:6][CH2:7][CH2:8][CH2:9][C:10](=[O:11])[OH:12].[N-:14]=[N+:15]=[N-:16].[Na+:13].[O:17]=[CH:18][N:19]([CH3:20])[CH3:21]>>[CH2:2]([CH2:3][CH2:4][CH2:5][CH2:6][CH2:7][CH2:8][CH2:9][C:10](=[O:11])[OH:12])[N:14]=[N+:15]=[N-:16]. Starting materials: C1(CC1)NC(=O)C=1C=CC(=C(C1)NC(C1=CC(=C(C=C1)OCC1=NC=CC=C1)F)=O)C (N-{5-[(cyclopropylamino)carbonyl]-2-methylphenyl}-3-fluoro-4-(pyridin-2-ylmethoxy)benzamide), Br (hydrobromic acid). The product is Br.C1(CC1)NC(=O)C=1C=CC(=C(C1)NC(C1=CC(=C(C=C1)OCC1=NC=CC=C1)F)=O)C (N-{5-[(cyclopropylamino)carbonyl]-2-methylphenyl}-3-fluoro-4-(pyridin-2-ylmethoxy)benzamide hydrobromide). As a reaction SMILES: [CH:1]1([NH:4][C:5]([C:7]2[CH:8]=[CH:9][C:10]([CH3:31])=[C:11]([NH:13][C:14](=[O:30])[C:15]3[CH:20]=[CH:19][C:18]([O:21][CH2:22][C:23]4[CH:28]=[CH:27][CH:26]=[CH:25][N:24]=4)=[C:17]([F:29])[CH:16]=3)[CH:12]=2)=[O:6])[CH2:3][CH2:2]1.[BrH:32]>>[BrH:32].[CH:1]1([NH:4][C:5]([C:7]2[CH:8]=[CH:9][C:10]([CH3:31])=[C:11]([NH:13][C:14](=[O:30])[C:15]3[CH:20]=[CH:19][C:18]([O:21][CH2:22][C:23]4[CH:28]=[CH:27][CH:26]=[CH:25][N:24]=4)=[C:17]([F:29])[CH:16]=3)[CH:12]=2)=[O:6])[CH2:2][CH2:3]1 |f:2.3|. Reported procedure: Using an analogous procedure to that described in Example 36, N-{5-[(cyclopropylamino)carbonyl]-2-methylphenyl}-3-fluoro-4-(pyridin-2-ylmethoxy)benzamide was reacted with hydrobromic acid to give the title compound; NMR Spectrum: (DMSOd6) 0.57 (m, 2H), 0.68 (m, 2H), 2.25 (s, 3H), 2.86 (m, 1H), 5.48 (s, 2H), 7.32 (m, 1H), 7.42 (m, 1H), 7.64 (m, 2H), 7.82 (m, 4H), 8.17 (m, 1H), 8.37 (m, 1H), 8.75 (m, 1H), 9.92 (s, 1H); Mass Spectrum: M+H+ 420. The reactants are C(C)OC(=O)C1(CC2=CC=CC=C2C1)NC(C1=C(C(=CC=C1)C(F)(F)F)C=C(C)C)=O (2-[2-(2-Methyl-propenyl)-3-trifluoromethyl-benzoylamino]-indan-2-carboxylic acid ethyl ester), [OH-].[K+] (KOH). Yields the product CC(=CC1=C(C(=O)NC2(CC3=CC=CC=C3C2)C(=O)O)C=CC=C1C(F)(F)F)C (2-[2-(2-Methyl-propenyl)-3-trifluoromethyl-benzoylamino]-indan-2-carboxylic acid), solid. The yield is 43.0%. As a reaction SMILES: C([O:3][C:4]([C:6]1([NH:15][C:16](=[O:31])[C:17]2[CH:22]=[CH:21][CH:20]=[C:19]([C:23]([F:26])([F:25])[F:24])[C:18]=2[CH:27]=[C:28]([CH3:30])[CH3:29])[CH2:14][C:13]2[C:8](=[CH:9][CH:10]=[CH:11][CH:12]=2)[CH2:7]1)=[O:5])C.[OH-].[K+]>CCO>[CH3:29][C:28]([CH3:30])=[CH:27][C:18]1[C:19]([C:23]([F:24])([F:25])[F:26])=[CH:20][CH:21]=[CH:22][C:17]=1[C:16]([NH:15][C:6]1([C:4]([OH:5])=[O:3])[CH2:14][C:13]2[C:8](=[CH:9][CH:10]=[CH:11][CH:12]=2)[CH2:7]1)=[O:31] |f:1.2|. Procedure details: 2-[2-(2-Methyl-propenyl)-3-trifluoromethyl-benzoylamino]-indan-2-carboxylic acid ethyl ester (2) (100 mg, 0.32 mmol) is dissolved in EtOH (20 mL) and set to stir at RT. To this solution is added 5M KOH (2 mL). The reaction mixture is heated to reflux and stirred for 1 h. After concentration in vacuo, the resulting residue is dissolved in water (10 mL) and washed with EtOAc (20 mL). The phases are separated and the aqueous phase is acidified with concentrated HCl to pH 2. The aqueous phase is was... The solvent is CCO (EtOH). Yields the product IC=1C=C2C(=C(NC2=CC1)C(=O)N)S(=O)(=O)N1C[C@@H](OCC1)COC1=CC=CC=C1 ((R)-5-Iodo-3-{[2-(phenoxymethyl)morpholin-yl]sulfonyl}-1H-indole-2-carboxamide). Starting materials: ClC=1C=C2C(=C(N(C2=CC1)S(=O)(=O)C1=CC=CC=C1)C(=O)OCC)S(=O)(=O)N1CC(OCC1)COC1=CC=CC=C1 (Ethyl(±)-5-chloro-3-{[2-(phenoxymethyl)morpholin-4-yl]sulfonyl}-1-(phenylsulfonyl)-1H-indole-2-carboxylate), IC=1C=C2C(=C(N(C2=CC1)S(=O)(=O)C1=CC=CC=C1)C(=O)OCC)S(=O)(=O)N1CC(OCC1)COC1=CC=CC=C1 (ethyl 5-iodo-3-{[2-(phenoxymethyl)morpholin-4-yl]sulfonyl}-1-(phenylsulfonyl)-1H-indole-2-carboxylate), ClC=1C=C2C(=C(N(C2=CC1)S(=O)(=O)C1=CC=CC=C1)C(=O)OCC)S(=O)(=O)N1CC(OCC1)COC1=CC=CC=C1 (ethyl(±)-5-chloro-3-{[2-(phenoxymethyl)morpholin-4-yl]sulfonyl}-1-(phenylsulfonyl)-1H-indole-2-carboxylate), ethyl(±)-5-iodo-3-{[2-(phenoxymethyl)morpholin-1-yl]sulfonyl}-1-(phenylsulfonyl)-1H-indole-2-carboxylate. Reaction SMILES: ClC1C=C2C(=CC=1)[N:7](S(C1C=CC=CC=1)(=O)=O)C(C(OCC)=O)=C2S(N1CCOC(COC2C=CC=CC=2)C1)(=O)=O.[I:42][C:43]1[CH:44]=[C:45]2[C:49](=[CH:50][CH:51]=1)[N:48](S(C1C=CC=CC=1)(=O)=O)[C:47]([C:61](OCC)=[O:62])=[C:46]2[S:66]([N:69]1[CH2:74][CH2:73][O:72][CH:71]([CH2:75][O:76][C:77]2[CH:82]=[CH:81][CH:80]=[CH:79][CH:78]=2)[CH2:70]1)(=[O:68])=[O:67]>>[I:42][C:43]1[CH:44]=[C:45]2[C:49](=[CH:50][CH:51]=1)[NH:48][C:47]([C:61]([NH2:7])=[O:62])=[C:46]2[S:66]([N:69]1[CH2:74][CH2:73][O:72][C@@H:71]([CH2:75][O:76][C:77]2[CH:78]=[CH:79][CH:80]=[CH:81][CH:82]=2)[CH2:70]1)(=[O:68])=[O:67]. Procedure details: Using the same procedures described for Example 23, replacing the product from Step A of Example 22, ethyl(±)-5-chloro-3-{[2-(phenoxymethyl)morpholin-4-yl]sulfonyl}-1-(phenylsulfonyl)-1H-indole-2-carboxylate, with ethyl(±)-5-iodo-3-{[2-(phenoxymethyl)morpholin-1-yl]sulfonyl}-1-(phenylsulfonyl)-1H-indole-2-carboxylate, the second-eluting enantiomer of ethyl 5-iodo-3-{[2-(phenoxymethyl)morpholin-4-yl]sulfonyl}-1-(phenylsulfonyl)-1H-indole-2-carboxylate was converted to the titled compound after pu... Reactants: CCO, CC(C)C(=O)NS(=O)(=O)c1cccc([N+](=O)[O-])c1, O. Product: CC(C)C(=O)NS(=O)(=O)c1cccc(N)c1. RXN SMILES: [CH3:19][CH2:20][OH:21].[CH:1]([CH3:2])([CH3:3])[C:4](=[O:5])[NH:6][S:7](=[O:8])(=[O:9])[c:10]1[cH:11][c:12]([N+:16]([O-:17])=[O:18])[cH:13][cH:14][cH:15]1.[OH2:22]>>[CH:1]([CH3:2])([CH3:3])[C:4](=[O:5])[NH:6][S:7](=[O:8])(=[O:9])[c:10]1[cH:11][c:12]([NH2:16])[cH:13][cH:14][cH:15]1. Reactants: [BH4-], CO, CNC(=O)c1nc(C2CCC(=O)CC2)ccc1N, [Na+]. Yields the product CNC(=O)c1nc(C2CCC(O)CC2)ccc1N. Reaction SMILES: [BH4-:21].[CH3:19][OH:20].[NH2:1][c:2]1[c:3]([C:15](=[O:16])[NH:17][CH3:18])[n:4][c:5]([CH:8]2[CH2:9][CH2:10][C:11](=[O:14])[CH2:12][CH2:13]2)[cH:6][cH:7]1.[Na+:22]>>[NH2:1][c:2]1[c:3]([C:15](=[O:16])[NH:17][CH3:18])[n:4][c:5]([CH:8]2[CH2:9][CH2:10][CH:11]([OH:14])[CH2:12][CH2:13]2)[cH:6][cH:7]1. Reactants: Cl.ClC1=CC=C(CNC2=CC=C(C=C2)OC)C=C1 (N-(4-chlorobenzyl)-4-methoxyaniline hydrochloride salt), C(C)OCC (diethyl ether), Cl (HCl), N(=O)[O-].[Na+] (sodium nitrite). Solvent: O (water), O (water). Conditions: time 2 hour. Product: N(=O)N(C1=CC=C(C=C1)OC)CC1=CC=C(C=C1)Cl (N-nitroso-N-(4-chlorobenzyl)-4-methoxyaniline). RXN SMILES: Cl.[Cl:2][C:3]1[CH:18]=[CH:17][C:6]([CH2:7][NH:8][C:9]2[CH:14]=[CH:13][C:12]([O:15][CH3:16])=[CH:11][CH:10]=2)=[CH:5][CH:4]=1.C(OCC)C.Cl.[N:25]([O-])=[O:26].[Na+]>O>[N:25]([N:8]([CH2:7][C:6]1[CH:17]=[CH:18][C:3]([Cl:2])=[CH:4][CH:5]=1)[C:9]1[CH:14]=[CH:13][C:12]([O:15][CH3:16])=[CH:11][CH:10]=1)=[O:26] |f:0.1,4.5|. Procedure details: A suspension of N-(4-chlorobenzyl)-4-methoxyaniline hydrochloride salt (141.4 g; 497.5 mmol), prepared as above, in 1500 mL water, 750 mL diethyl ether, and 525 mL aqueous 1N HCl was treated with a solution of sodium nitrite (37.7 g; 547 mmol) in 150 mL water. After stirring for 2 hours at ambient temperature the reaction mixture was extracted twice with diethyl ether. The combined extracts were washed with water, dried over magnesium sulfate, and concentrated to give N-nitroso-N-(4-chlorobenzyl...